From a dataset of the Open Reaction Database (ORD), a public repository of structured organic reaction records. describe an organic reaction: reactants, conditions, products, and yield Reactants: C(C)C1=NN2C(CCCC2)=C1 (2-Ethyl-4,5,6,7-tetrahydropyrazolo[1,5-a]pyridine), BrBr (Br2). Solvent: CCO (EtOH). Reaction conditions: temperature 0 celsius, time 20 minute. The product is BrC=1C(=NN2C1CCCC2)CC (3-Bromo-2-ethyl-4,5,6,7-tetrahydropyrazolo[1,5-a]pyridine). Reaction SMILES: [CH2:1]([C:3]1[CH:11]=[C:6]2[CH2:7][CH2:8][CH2:9][CH2:10][N:5]2[N:4]=1)[CH3:2].[Br:12]Br>CCO>[Br:12][C:11]1[C:3]([CH2:1][CH3:2])=[N:4][N:5]2[CH2:10][CH2:9][CH2:8][CH2:7][C:6]=12. Reported procedure: To a solution of 2-ethyl-4,5,6,7-tetrahydropyrazolo[1,5-a]pyridine (4.12 g, from Step B) in EtOH (25 mL) was added Br2 (1.42 mL) dropwise at 0° C. The reaction was stirred at 0° C. for 20 min. The reaction mixture was partitioned between EtOAc and aqueous NaHCO3 (saturated). Aqueous layer was extracted with EtOAc (3×). Combined organic phase was washed with brine and dried over anhydrous MgSO4. After concentration, the residue was purified by flash chromatography with 10% EtOAc in hexanes follow... Yields the product COc1ccc(S(=O)(=O)NC(C(=O)O)c2ccccc2)cc1. RXN SMILES: [CH3:1][O:2][C:3]([CH:4]([c:5]1[cH:6][cH:7][cH:8][cH:9][cH:10]1)[NH:11][S:12](=[O:13])(=[O:14])[c:15]1[cH:16][cH:17][c:18]([O:21][CH3:22])[cH:19][cH:20]1)=[O:23].[CH3:27][CH2:28][OH:29].[ClH:26].[Na+:25].[OH-:24]>>[O:2]=[C:3]([CH:4]([c:5]1[cH:6][cH:7][cH:8][cH:9][cH:10]1)[NH:11][S:12](=[O:13])(=[O:14])[c:15]1[cH:16][cH:17][c:18]([O:21][CH3:22])[cH:19][cH:20]1)[OH:23]. Starting materials: COC(=O)C(NS(=O)(=O)c1ccc(OC)cc1)c1ccccc1, CCO, Cl, [Na+], [OH-].